Dataset: the Open Reaction Database (ORD), a public repository of structured organic reaction records. Task: describe an organic reaction: reactants, conditions, products, and yield The reactants are C(C)C1(C(CCCC1)=O)C (2-ethyl-2-methyl-cyclohexanone), crude product, BrC1C(CCC(C1)C(C)C)=O (2-bromo-4-isopropyl-cyclohexanone). Yields the product BrC1CCCC(C1=O)(C)CC (6-bromo-2-ethyl-2-methyl-cyclohexanone). Reaction SMILES: [CH2:1]([C:3]1([CH3:10])[CH2:8][CH2:7][CH2:6][CH2:5][C:4]1=[O:9])[CH3:2].[Br:11]C1CC(C(C)C)CCC1=O>>[Br:11][CH:5]1[C:4](=[O:9])[C:3]([CH2:1][CH3:2])([CH3:10])[CH2:8][CH2:7][CH2:6]1. Reported procedure: The bromination of 2-ethyl-2-methyl-cyclohexanone takes place in a manner similar to that described above for the preparation of 2-bromo-4-isopropyl-cyclohexanone. The title compound is reacted as a crude product without further characterization.